Dataset: the Open Reaction Database (ORD), a public repository of structured organic reaction records. Task: describe an organic reaction: reactants, conditions, products, and yield Starting materials: [H-].C(C(C)C)[Al+]CC(C)C (diisobutylaluminum hydride), C(=O)CCC1=CN(C2=CC=CC=C12)C=1C=NC=CC1 (3-(2-formylethyl)-N-(3-pyridyl)indole), O (water). Solvent: C1(=CC=CC=C1)C (toluene), C(Cl)Cl (methylene chloride). The product is OCCCC1=CN(C2=CC=CC=C12)C=1C=NC=CC1 (3-(3-hydroxypropyl)-N-(3-pyridyl)indole). Reaction SMILES: [CH:1]([CH2:3][CH2:4][C:5]1[C:13]2[C:8](=[CH:9][CH:10]=[CH:11][CH:12]=2)[N:7]([C:14]2[CH:15]=[N:16][CH:17]=[CH:18][CH:19]=2)[CH:6]=1)=[O:2].[H-].C([Al+]CC(C)C)C(C)C.O>C(Cl)Cl.C1(C)C=CC=CC=1>[OH:2][CH2:1][CH2:3][CH2:4][C:5]1[C:13]2[C:8](=[CH:9][CH:10]=[CH:11][CH:12]=2)[N:7]([C:14]2[CH:15]=[N:16][CH:17]=[CH:18][CH:19]=2)[CH:6]=1 |f:1.2|. Reported procedure: A solution of 1.0 g of 3-(2-formylethyl)-N-(3-pyridyl)indole in 15 ml of methylene chloride under nitrogen is cooled to -20° and 4.6 ml of 1.75M diisobutylaluminum hydride in toluene is added dropwise. The reaction is allowed to warm to room temperature for 2 hours and 20 ml of water is added with vigorous stirring. The reaction mixture is filtered through celite which is further washed with methylene chloride. The organic phase is separated, dried over potassium carbonate and evaporated to yiel... The reactants are CO (MeOH), C[O-].[Na+] (NaOMe), C(C)OC(=O)C1(C(CCCC1)C1=CC=CC=C1)CC=C (2-phenyl-1-(2-propenyl)-cyclohexanecarboxylic acid ethyl ester), BrBr (Bromine). Run in O (Water), C1CCOC1 (THF), C1CCOC1 (THF). Reaction conditions: time 30 minute. Product: C(C)OC(=O)C1(C(CCCC1)C1=CC=CC=C1)CCCBr (1-(3-bromopropyl)-2-phenylcyclohexanecarboxylic acid ethyl ester). The yield is 82.7%. Reaction SMILES: [CH2:1]([O:3][C:4]([C:6]1([CH2:18][CH:19]=[CH2:20])[CH2:11][CH2:10][CH2:9][CH2:8][CH:7]1[C:12]1[CH:17]=[CH:16][CH:15]=[CH:14][CH:13]=1)=[O:5])[CH3:2].CO.[Br:23]Br.C[O-].[Na+]>C1COCC1.O>[CH2:1]([O:3][C:4]([C:6]1([CH2:18][CH2:19][CH2:20][Br:23])[CH2:11][CH2:10][CH2:9][CH2:8][CH:7]1[C:12]1[CH:17]=[CH:16][CH:15]=[CH:14][CH:13]=1)=[O:5])[CH3:2] |f:3.4|. Procedure: The 2-phenyl-1-(2-propenyl)-cyclohexanecarboxylic acid ethyl ester (4.08 g, 15 mmol) was dissolved in THF (10 ml) and cooled to 0°, under nitrogen. Upon addition of 5.2 ml of 1M BH3 -THF, the solution was stirred at 0° for 30 min. then at RT for 30 min. The flask was cooled to 0° and 0.5 ml MeOH was added to destroy any excess hydride. Bromine (1 ml, 20 mmol) was added dropwise followed by the addition of 30 mmol of freshly prepared NaOMe (0.7 g Na metal/10 ml anhydrous MeOH). The color of the s... Procedure: A mixture of sodium chlorite (80% assay, 1.06 g, 0.0094 mol) and sodium dihydrogenphosphate dihydrate (3.33 g, 0.0213 mol) in demineralized water (10 mL) is added in two equal lots (one hr interval) to a solution of 3-chloro-4-isobutylbenzaldehyde (0.7 g, 0.0036 mol) in tert-butanol (10 mL) at room temperature. After completion of addition, stirring at room temperature is continued for 4 hrs. It is then extracted in ethyl acetate (2×30 mL). Combined organic layer is dried over sodium sulfate and... Run at time 4 hour. Reactants: Cl(=O)[O-].[Na+] (sodium chlorite), O.O.P(=O)(O)(O)[O-].[Na+] (sodium dihydrogenphosphate dihydrate), ClC=1C=C(C=O)C=CC1CC(C)C (3-chloro-4-isobutylbenzaldehyde). Run in O (water), C(C)(C)(C)O (tert-butanol). Yields the product ClC=1C=C(C(=O)O)C=CC1CC(C)C (3-chloro-4-isobutylbenzoic acid). RXN SMILES: Cl([O-])=O.[Na+].[OH2:5].O.P([O-])(O)(O)=O.[Na+].[Cl:13][C:14]1[CH:15]=[C:16]([CH:19]=[CH:20][C:21]=1[CH2:22][CH:23]([CH3:25])[CH3:24])[CH:17]=[O:18]>O.C(O)(C)(C)C>[Cl:13][C:14]1[CH:15]=[C:16]([CH:19]=[CH:20][C:21]=1[CH2:22][CH:23]([CH3:25])[CH3:24])[C:17]([OH:5])=[O:18] |f:0.1,2.3.4.5|. Yields the product CN(C)C=NS(=O)(=O)C=1SC(=CC1)\C(=C/C1CCCC1)\CO ((Z)-5-(2-Cyclopentyl-1-hydroxymethyl-vinyl)-thiophene-2-sulfonic acid dimethylaminomethyleneamide). RXN SMILES: [CH:1]1(/[CH:6]=[C:7](/B2OC(C)(C)C(C)(C)O2)\[CH2:8][OH:9])[CH2:5][CH2:4][CH2:3][CH2:2]1.[CH3:19][N:20]([CH:22]=[N:23][S:24]([C:27]1[S:28][C:29](Br)=[CH:30][CH:31]=1)(=[O:26])=[O:25])[CH3:21].[F-].[Cs+]>[Pd].C1(P(C2C=CC=CC=2)C2C=CC=CC=2)C=CC=CC=1.C1(P(C2C=CC=CC=2)C2C=CC=CC=2)C=CC=CC=1.C1(P(C2C=CC=CC=2)C2C=CC=CC=2)C=CC=CC=1.C1(P(C2C=CC=CC=2)C2C=CC=CC=2)C=CC=CC=1>[CH3:21][N:20]([CH:22]=[N:23][S:24]([C:27]1[S:28][C:29](/[C:7](/[CH2:8][OH:9])=[CH:6]\[CH:1]2[CH2:2][CH2:3][CH2:4][CH2:5]2)=[CH:30][CH:31]=1)(=[O:26])=[O:25])[CH3:19] |f:2.3,4.5.6.7.8|. Reagents/catalysts: [Pd].C1(=CC=CC=C1)P(C1=CC=CC=C1)C1=CC=CC=C1.C1(=CC=CC=C1)P(C1=CC=CC=C1)C1=CC=CC=C1.C1(=CC=CC=C1)P(C1=CC=CC=C1)C1=CC=CC=C1.C1(=CC=CC=C1)P(C1=CC=CC=C1)C1=CC=CC=C1 (tetrakis-(triphenylphosphin)-palladium(0)). Procedure details: According to method 20b was used (Z)-3-cyclopentyl-2-(4,4,5,5-tetramethyl-[1,3,2]dioxaborolan-2-yl)-prop-2-en-1-ol (678 mg, 2.69 mmol), 5-bromo-thiophene-2-sulfonic acid dimethylaminomethyleneamide (799 mg, 2.69 mmol), caesium fluoride ( 817 mg, 5.38 mmol) and tetrakis-(triphenylphosphin)-palladium(0) (155 mg, 0.135 mmol) to give 538 mg purified product. MS (m/e): 343.0 (M+H). Reactants: C1(CCCC1)\C=C(/CO)\B1OC(C(O1)(C)C)(C)C ((Z)-3-cyclopentyl-2-(4,4,5,5-tetramethyl-[1,3,2]dioxaborolan-2-yl)-prop-2-en-1-ol), CN(C)C=NS(=O)(=O)C=1SC(=CC1)Br (5-bromo-thiophene-2-sulfonic acid dimethylaminomethyleneamide), [F-].[Cs+] (caesium fluoride). Reactants: COc1cc2nnc(C#N)c(Nc3ccc(C)cc3F)c2cc1C1=CCN(C(=O)OC(C)(C)C)CC1, ClCCl, O=C(O)C(F)(F)F. Product: COc1cc2nnc(C#N)c(Nc3ccc(C)cc3F)c2cc1C1=CCNCC1. RXN SMILES: [C:1](#[N:2])[c:3]1[n:4][n:5][c:6]2[cH:7][c:8]([O:35][CH3:36])[c:9]([C:22]3=[CH:23][CH2:24][N:25]([C:28]([O:29][C:30]([CH3:31])([CH3:32])[CH3:33])=[O:34])[CH2:26][CH2:27]3)[cH:10][c:11]2[c:12]1[NH:13][c:14]1[c:15]([F:21])[cH:16][c:17]([CH3:20])[cH:18][cH:19]1.[Cl:44][CH2:45][Cl:46].[OH:37][C:38]([C:39]([F:40])([F:41])[F:42])=[O:43]>>[C:1](#[N:2])[c:3]1[n:4][n:5][c:6]2[cH:7][c:8]([O:35][CH3:36])[c:9]([C:22]3=[CH:23][CH2:24][NH:25][CH2:26][CH2:27]3)[cH:10][c:11]2[c:12]1[NH:13][c:14]1[c:15]([F:21])[cH:16][c:17]([CH3:20])[cH:18][cH:19]1. Starting materials: N1=CC(=CC=C1)CN1CCNCC1 (1-(pyridin-3-ylmethyl)piperazine), FC1=CC=C(C#N)C=C1 (4-fluorobenzonitrile), C(=O)([O-])[O-].[K+].[K+] (K2CO3). Solvent: CN(C)C=O (DMF). Run at temperature 80 celsius, time 8 hour. Product: N1=CC(=CC=C1)CN1CCN(CC1)C1=CC=C(C#N)C=C1 (4-(4-Pyridin-3-ylmethylpiperazin-1-yl)benzonitrile). Isolated yield 37.8%. Reaction SMILES: [N:1]1[CH:6]=[CH:5][CH:4]=[C:3]([CH2:7][N:8]2[CH2:13][CH2:12][NH:11][CH2:10][CH2:9]2)[CH:2]=1.F[C:15]1[CH:22]=[CH:21][C:18]([C:19]#[N:20])=[CH:17][CH:16]=1.C([O-])([O-])=O.[K+].[K+]>CN(C=O)C>[N:1]1[CH:6]=[CH:5][CH:4]=[C:3]([CH2:7][N:8]2[CH2:13][CH2:12][N:11]([C:15]3[CH:22]=[CH:21][C:18]([C:19]#[N:20])=[CH:17][CH:16]=3)[CH2:10][CH2:9]2)[CH:2]=1 |f:2.3.4|. Reported procedure: A suspension of 1-(pyridin-3-ylmethyl)piperazine (549 mg, 3.10 mmol), 4-fluorobenzonitrile (375 mg, 3.10 mmol), and K2CO3 (643 mg, 4.65 mmol) in DMF (50 mL) was stirred at 80° C. overnight. The reaction mixture was cooled to room temperature and filtered, and the filtrate was washed with ethyl acetate (30 nL). The combined filtrate and washings were evaporated to dryness under reduced pressure. The crude residue was purified by MPLC on silica gel (3% MeOH in CH2Cl2) to afford the titled compound... The reactants are CC(C)(C)[Si](C)(C)Oc1ccc(C#CCCn2ccnn2)cc1, C1CCOC1, CCCC[N+](CCCC)(CCCC)CCCC, [F-]. Yields the product Oc1ccc(C#CCCn2ccnn2)cc1. Reaction SMILES: [C:1]([Si:2]([CH3:3])([CH3:4])[O:6][c:7]1[cH:8][cH:9][c:10]([C:13]#[C:14][CH2:15][CH2:16][n:17]2[n:18][n:19][cH:20][cH:21]2)[cH:11][cH:12]1)([CH3:5])([CH3:22])[CH3:23].[CH2:42]1[O:43][CH2:44][CH2:45][CH2:46]1.[CH3:25][CH2:26][CH2:27][CH2:28][N+:29]([CH2:30][CH2:31][CH2:32][CH3:33])([CH2:34][CH2:35][CH2:36][CH3:37])[CH2:38][CH2:39][CH2:40][CH3:41].[F-:24]>>[OH:6][c:7]1[cH:8][cH:9][c:10]([C:13]#[C:14][CH2:15][CH2:16][n:17]2[n:18][n:19][cH:20][cH:21]2)[cH:11][cH:12]1.